describe an organic reaction: reactants, conditions, products, and yield From a dataset of the Open Reaction Database (ORD), a public repository of structured organic reaction records. The reactants are ClC=1C(=NC(=C(N1)Cl)CC)C(=O)N (3,5-dichloro-6-ethylpyrazine-2-carboxamide), C[C@@H]1N(CCN(C1)C)C1=CC=C(N)C=C1 (4-[(2S)-2,4-dimethylpiperazin-1-yl]aniline), C(C)(C)N(CC)C(C)C (diisopropylethylamine), O1CCOCC1 (dioxane). Run in O (water). Reaction conditions: temperature 110 celsius, time 8 hour. The product is ClC=1N=C(C(=NC1CC)C(=O)N)NC1=CC=C(C=C1)N1[C@H](CN(CC1)C)C (5-chloro-3-({4-[(2S)-2,4-dimethylpiperazin-1-yl]phenyl}amino)-6-ethylpyrazine-2-carboxamide). The yield is 75.4%. Reaction SMILES: Cl[C:2]1[C:3]([C:11]([NH2:13])=[O:12])=[N:4][C:5]([CH2:9][CH3:10])=[C:6]([Cl:8])[N:7]=1.[CH3:14][C@H:15]1[CH2:20][N:19]([CH3:21])[CH2:18][CH2:17][N:16]1[C:22]1[CH:28]=[CH:27][C:25]([NH2:26])=[CH:24][CH:23]=1.C(N(C(C)C)CC)(C)C.O1CCOCC1>O>[Cl:8][C:6]1[N:7]=[C:2]([NH:26][C:25]2[CH:24]=[CH:23][C:22]([N:16]3[CH2:17][CH2:18][N:19]([CH3:21])[CH2:20][C@@H:15]3[CH3:14])=[CH:28][CH:27]=2)[C:3]([C:11]([NH2:13])=[O:12])=[N:4][C:5]=1[CH2:9][CH3:10]. Procedure: A mixture of 3,5-dichloro-6-ethylpyrazine-2-carboxamide (420 mg), 4-[(2S)-2,4-dimethylpiperazin-1-yl]aniline (392 mg), diisopropylethylamine (665 μL), and dioxane (8.4 mL) was stirred at 110° C. overnight. To the reaction mixture was added water, followed by extraction with ethyl acetate. The organic phase was washed with saturated brine and dried over anhydrous magnesium sulfate, and then the solvent was evaporated under reduced pressure. The obtained residue was purified by silica gel column c... The reactants are ClC1=CC(=NC=2N1N=C(C2S(=O)(=O)C2=CC1=CC=CC=C1C=C2)SC)C (7-chloro-5-methyl-2-methylsulphanyl-3-(naphthalene-2-sulphonyl)-pyrazolo[1,5-a]pyrimidine), CNC (dimethyl-amine). The solvent is CCO (EtOH). Yields the product CN(C1=CC(=NC=2N1N=C(C2S(=O)(=O)C2=CC1=CC=CC=C1C=C2)SC)C)C (dimethyl-[5-methyl-2-methylsulphanyl-3-(naphthalene-2-sulphonyl)-pyrazolo[1,5-a]pyrimidin-7-yl]-amine). Reaction SMILES: Cl[C:2]1[N:7]2[N:8]=[C:9]([S:24][CH3:25])[C:10]([S:11]([C:14]3[CH:23]=[CH:22][C:21]4[C:16](=[CH:17][CH:18]=[CH:19][CH:20]=4)[CH:15]=3)(=[O:13])=[O:12])=[C:6]2[N:5]=[C:4]([CH3:26])[CH:3]=1.[CH3:27][NH:28][CH3:29]>CCO>[CH3:27][N:28]([CH3:29])[C:2]1[N:7]2[N:8]=[C:9]([S:24][CH3:25])[C:10]([S:11]([C:14]3[CH:23]=[CH:22][C:21]4[C:16](=[CH:17][CH:18]=[CH:19][CH:20]=4)[CH:15]=3)(=[O:13])=[O:12])=[C:6]2[N:5]=[C:4]([CH3:26])[CH:3]=1. Reported procedure: In an analogous manner to that described in Example 6, from 7-chloro-5-methyl-2-methylsulphanyl-3-(naphthalene-2-sulphonyl)-pyrazolo[1,5-a]pyrimidine and dimethyl-amine in EtOH there was obtained dimethyl-[5-methyl-2-methylsulphanyl-3-(naphthalene-2-sulphonyl)-pyrazolo[1,5-a]pyrimidin-7-yl]-amine as colorless crystals, m.p.>230°. The reactants are (1988)]and, C(CCC)OCN(C[Si](C)(C)C)CC1=CC=CC=C1 (N-butoxymethyl-N-trimethylsilylmethylbenzylamine), C(C)(=O)OCC1CC=CC(C1)=O (5-acetoxymethyl-2-cyclohexen-1-one), C([O-])([O-])=O.[K+].[K+] (potassium carbonate). The reagents and catalysts are FC(C(=O)O)(F)F (trifluoroacetic acid). Solvent: ClCCl (dichloromethane). Reaction conditions: time 1 hour. Yields the product C(C)(=O)OCC1CC(C2CN(CC2C1)CC1=CC=CC=C1)=O ((3aRS,6SR,7aSR)-6-acetoxymethyl-2-benzyl-4-perhydroisoindolone). As a reaction SMILES: [C:1]([O:4][CH2:5][CH:6]1[CH2:11][C:10](=[O:12])[CH:9]=[CH:8][CH2:7]1)(=[O:3])[CH3:2].C(O[CH2:18][N:19]([CH2:25][C:26]1[CH:31]=[CH:30][CH:29]=[CH:28][CH:27]=1)[CH2:20][Si](C)(C)C)CCC.C(=O)([O-])[O-].[K+].[K+]>ClCCl.FC(F)(F)C(O)=O>[C:1]([O:4][CH2:5][CH:6]1[CH2:7][CH:8]2[CH:9]([CH2:18][N:19]([CH2:25][C:26]3[CH:31]=[CH:30][CH:29]=[CH:28][CH:27]=3)[CH2:20]2)[C:10](=[O:12])[CH2:11]1)(=[O:3])[CH3:2] |f:2.3.4|. Reported procedure: To a solution of 6.5 g of 5-acetoxymethyl-2-cyclohexen-1-one [J. Am. Chem. Soc., 110, 2919 (1988)]and 14 g of N-butoxymethyl-N-trimethylsilylmethylbenzylamine in 60 cm3 of dry dichloromethane are added 2 drops of trifluoroacetic acid. The reaction mixture reaches reflux and is maintained at the same temperature for 30 minutes and is then left at 20° C. for one hour. After addition of 1.0 g of potassium carbonate, the suspension obtained is filtered and the filtrate is concentrated to dryness und... Reactants: Cl.ClC=1C=C(C=CC1Cl)C1CNCC2=CC(=CC=C12)OC (rac.-4-(3,4-dichlorophenyl)-1,2,3,4-tetrahydro-7-methoxyisoquinoline hydrochloride), C=O (formaldehyde). The reagents and catalysts are [Ni] (Raney nickel). Solvent: CO (methanol). Yields the product Cl.ClC=1C=C(C=CC1Cl)C1CN(CC2=CC(=CC=C12)OC)C (rac.-4-(3,4-dichlorophenyl)-1,2,3,4-tetrahydro-7-methoxy-2-methylisoquinoline hydrochloride). As a reaction SMILES: Cl.[Cl:2][C:3]1[CH:4]=[C:5]([CH:10]2[C:19]3[C:14](=[CH:15][C:16]([O:20][CH3:21])=[CH:17][CH:18]=3)[CH2:13][NH:12][CH2:11]2)[CH:6]=[CH:7][C:8]=1[Cl:9].[CH2:22]=O>[Ni].CO>[ClH:2].[Cl:2][C:3]1[CH:4]=[C:5]([CH:10]2[C:19]3[C:14](=[CH:15][C:16]([O:20][CH3:21])=[CH:17][CH:18]=3)[CH2:13][N:12]([CH3:22])[CH2:11]2)[CH:6]=[CH:7][C:8]=1[Cl:9] |f:0.1,5.6|. Reported procedure: The free base prepared from 5.20 g. of rac.-4-(3,4-dichlorophenyl)-1,2,3,4-tetrahydro-7-methoxyisoquinoline hydrochloride is stirred at room temperature with 75 ml. of methanol and 3.8 ml. of 35% formaldehyde solution for 2 hours and thereupon hydrogenated over 2 g. of Raney nickel. After filtering off, evaporation, acidification with ethanolic hydrogen chloride, crystallization and recrystallization from methanol-ether, there is obtained rac.-4-(3,4-dichlorophenyl)-1,2,3,4-tetrahydro-7-methoxy-...